Dataset: the Open Reaction Database (ORD), a public repository of structured organic reaction records. Task: describe an organic reaction: reactants, conditions, products, and yield Reactants: C1OC2CNC1C2, O=C(Cl)Oc1ccccc1, COc1ccc(C2COCCOC2)c2sc(N)nc12. The product is COc1ccc(C2COCCOC2)c2sc(NC(=O)N3CC4CC3CO4)nc12. RXN SMILES: [CH:30]12[O:31][CH2:32][CH:33]([NH:34][CH2:35]1)[CH2:36]2.[Cl:20][C:21](=[O:22])[O:23][c:24]1[cH:25][cH:26][cH:27][cH:28][cH:29]1.[O:1]1[CH2:2][CH2:3][O:4][CH2:5][CH:6]([c:8]2[cH:9][cH:10][c:11]([O:18][CH3:19])[c:12]3[n:13][c:14]([NH2:17])[s:15][c:16]23)[CH2:7]1>>[O:1]1[CH2:2][CH2:3][O:4][CH2:5][CH:6]([c:8]2[cH:9][cH:10][c:11]([O:18][CH3:19])[c:12]3[n:13][c:14]([NH:17][C:21](=[O:22])[N:34]4[CH:33]5[CH2:32][O:31][CH:30]([CH2:35]4)[CH2:36]5)[s:15][c:16]23)[CH2:7]1.